describe an organic reaction: reactants, conditions, products, and yield From a dataset of the Open Reaction Database (ORD), a public repository of structured organic reaction records. The reactants are CCOC(=O)CNc1cc(Cl)nc(Cl)n1, CCO, NCc1ccc(Cl)cc1, [Na+], [Na+], O=C([O-])[O-]. Yields the product CCOC(=O)CNc1cc(Cl)nc(NCc2ccc(Cl)cc2)n1. As a reaction SMILES: [CH2:1]([CH3:2])[O:3][C:4]([CH2:5][NH:6][c:7]1[n:8][c:9]([Cl:14])[n:10][c:11]([Cl:13])[cH:12]1)=[O:15].[CH3:31][CH2:32][OH:33].[Cl:16][c:17]1[cH:18][cH:19][c:20]([CH2:21][NH2:22])[cH:23][cH:24]1.[Na+:25].[Na+:26].[O-:27][C:28](=[O:29])[O-:30]>>[CH2:1]([CH3:2])[O:3][C:4]([CH2:5][NH:6][c:7]1[n:8][c:9]([NH:22][CH2:21][c:20]2[cH:19][cH:18][c:17]([Cl:16])[cH:24][cH:23]2)[n:10][c:11]([Cl:13])[cH:12]1)=[O:15]. The reactants are CC1CCC(C(=O)N(c2cc(C#CC(C)(C)C)sc2C(=O)O)N(C)C2CCN(C(=O)OC(C)(C)C)CC2)CC1, Cc1ccccc1, O=C(O)C(F)(F)F. Product: CC1CCC(C(=O)N(c2cc(C#CC(C)(C)C)sc2C(=O)O)N(C)C2CCNCC2)CC1. As a reaction SMILES: [C:1]([O:2][C:3](=[O:4])[N:8]1[CH2:9][CH2:10][CH:11]([N:14]([N:15]([C:16](=[O:17])[CH:18]2[CH2:19][CH2:20][CH:21]([CH3:24])[CH2:22][CH2:23]2)[c:25]2[c:26]([C:36](=[O:37])[OH:38])[s:27][c:28]([C:30]#[C:31][C:32]([CH3:33])([CH3:34])[CH3:35])[cH:29]2)[CH3:39])[CH2:12][CH2:13]1)([CH3:5])([CH3:6])[CH3:7].[CH3:47][c:48]1[cH:49][cH:50][cH:51][cH:52][cH:53]1.[F:40][C:41]([F:42])([F:43])[C:44]([OH:45])=[O:46]>>[NH:8]1[CH2:9][CH2:10][CH:11]([N:14]([N:15]([C:16](=[O:17])[CH:18]2[CH2:19][CH2:20][CH:21]([CH3:24])[CH2:22][CH2:23]2)[c:25]2[c:26]([C:36](=[O:37])[OH:38])[s:27][c:28]([C:30]#[C:31][C:32]([CH3:33])([CH3:34])[CH3:35])[cH:29]2)[CH3:39])[CH2:12][CH2:13]1. Reactants: C(C)(C)(C)OC(=O)N(CCCCC(=O)O)C (5-[(tert-butoxycarbonyl)(methyl)amino]pentanoic acid), FC=1C=C(C=CC1C=1C=NC(=CC1)C1=NO[C@@H](C1)CO)N1C(O[C@H](C1)CN1N=NC=C1)=O ((5R)-3-(3-Fluoro-4-{6-[(5S)-5-(hydroxymethyl)-4,5-dihydroisoxazol-3-yl]pyridin-3-yl}phenyl)-5-(1H-1,2,3-triazol-1-ylmethyl)-1,3-oxazolidin-2-one), Cl.CN(CCCN=C=NCC)C (1-[3-(dimethylamino)propyl]-3-ethylcarbodiimide hydrochloride). The reagents and catalysts are CN(C1=CC=NC=C1)C (4-dimethylaminopyridine). The solvent is CN(C)C=O (DMF), C(C)(=O)OCC (ethyl acetate). Conditions: time 16 hour. Yields the product C(C)(C)(C)OC(=O)N(CCCCC(=O)OC[C@@H]1CC(=NO1)C1=NC=C(C=C1)C1=C(C=C(C=C1)N1C(O[C@H](C1)CN1N=NC=C1)=O)F)C ([(5S)-3-(5-{2-fluoro-4-[(5R)-2-oxo-5-(1H-1,2,3-triazol-1-ylmethyl)-1,3-oxazolidin-3-yl]phenyl}pyridin-2-yl)-4,5-dihydroisoxazol-5-yl]methyl 5-[(tert-butoxycarbonyl)(methyl) amino]pentanoate). RXN SMILES: [C:1]([O:5][C:6]([N:8]([CH3:16])[CH2:9][CH2:10][CH2:11][CH2:12][C:13]([OH:15])=[O:14])=[O:7])([CH3:4])([CH3:3])[CH3:2].[F:17][C:18]1[CH:19]=[C:20]([N:37]2[CH2:41][C@H:40]([CH2:42][N:43]3[CH:47]=[CH:46][N:45]=[N:44]3)[O:39][C:38]2=[O:48])[CH:21]=[CH:22][C:23]=1[C:24]1[CH:25]=[N:26][C:27]([C:30]2[CH2:34][C@@H:33]([CH2:35]O)[O:32][N:31]=2)=[CH:28][CH:29]=1.Cl.CN(C)CCCN=C=NCC>CN(C)C1C=CN=CC=1.CN(C=O)C.C(OCC)(=O)C>[C:1]([O:5][C:6]([N:8]([CH3:16])[CH2:9][CH2:10][CH2:11][CH2:12][C:13]([O:15][CH2:35][C@H:33]1[O:32][N:31]=[C:30]([C:27]2[CH:28]=[CH:29][C:24]([C:23]3[CH:22]=[CH:21][C:20]([N:37]4[CH2:41][C@H:40]([CH2:42][N:43]5[CH:47]=[CH:46][N:45]=[N:44]5)[O:39][C:38]4=[O:48])=[CH:19][C:18]=3[F:17])=[CH:25][N:26]=2)[CH2:34]1)=[O:14])=[O:7])([CH3:4])([CH3:3])[CH3:2] |f:2.3|. Procedure: The crude carbamate prepared as above (2 g, 8.6 mmol), (5R)-3-(3-fluoro-4-{6-[(5S)-5-(hydroxymethyl)-4,5-dihydroisoxazol-3-yl]pyridin-3-yl}phenyl)-5-(1H-1,2,3-triazol-1-ylmethyl)-1,3-oxazolidin-2-one (Example 1: 1 g, 2.28 mmol), 4-dimethylaminopyridine (0.05 g, 0.4 mmol), and 1-[3-(dimethylamino)propyl]-3-ethylcarbodiimide hydrochloride (1.28 g, 6.67 mmol) were combined in DMF (10 ml). The suspension was allowed to stir for 16 hours at room temperature, diluted with ethyl acetate, washed with wa... Reactants: CCC1CN(c2ccc([N+](=O)[O-])cc2C=O)CC(CC)O1, CO, O=C1CC(=O)NC(=O)N1. Yields the product CCC1CN2c3ccc([N+](=O)[O-])cc3CC3(C(=O)NC(=O)NC3=O)C2C(CC)O1. Reaction SMILES: [CH2:1]([CH3:2])[CH:3]1[O:4][CH:5]([CH2:20][CH3:21])[CH2:6][N:7]([c:9]2[c:10]([CH:11]=[O:12])[cH:13][c:14]([N+:17](=[O:18])[O-:19])[cH:15][cH:16]2)[CH2:8]1.[CH3:31][OH:32].[O:22]=[C:23]1[CH2:24][C:25](=[O:26])[NH:27][C:28](=[O:29])[NH:30]1>>[CH2:1]([CH3:2])[CH:3]1[O:4][CH:5]([CH2:20][CH3:21])[CH2:6][N:7]2[CH:8]1[C:24]1([CH2:11][c:10]3[c:9]2[cH:16][cH:15][c:14]([N+:17](=[O:18])[O-:19])[cH:13]3)[C:23](=[O:22])[NH:30][C:28](=[O:29])[NH:27][C:25]1=[O:26]. Procedure: The title compound was prepared following the procedure described in Example 5, Steps D-E employing (2R)-methyl 2-ethyl-7-hydroxychromane-2-carboxylate (Example 13, Step E) instead of ethyl 7-hydroxychromane-2-carboxylate, and 3-bromopropyl 2-chloro-4-(4-tetrahydropyranyl)phenyl ether instead of 3-bromopropyl 2-chloro-4-(2,2,2-trifluoroethoxy)phenyl ether. RXN SMILES: [CH2:1]([C@:3]1([C:14]([O:16]C)=[O:15])[CH2:12][CH2:11][C:10]2[C:5](=[CH:6][C:7]([OH:13])=[CH:8][CH:9]=2)[O:4]1)[CH3:2].[Cl:18][C:19]1[CH:24]=[C:23]([CH:25]2[CH2:30][CH2:29][O:28][CH2:27][CH2:26]2)[CH:22]=[CH:21][C:20]=1[O:31][CH2:32][CH2:33][CH2:34]Br>>[Cl:18][C:19]1[CH:24]=[C:23]([CH:25]2[CH2:26][CH2:27][O:28][CH2:29][CH2:30]2)[CH:22]=[CH:21][C:20]=1[O:31][CH2:32][CH2:33][CH2:34][O:13][C:7]1[CH:6]=[C:5]2[C:10]([CH2:11][CH2:12][C@:3]([CH2:1][CH3:2])([C:14]([OH:16])=[O:15])[O:4]2)=[CH:9][CH:8]=1. The product is ClC1=C(OCCCOC2=CC=C3CC[C@@](OC3=C2)(C(=O)O)CC)C=CC(=C1)C1CCOCC1 ((2R)-7-(3-(2-Chloro-4-(4-tetrahydropyranyl)phenoxy)propoxy)-2-ethylchromane-2-carboxylic acid). The reactants are C(C)[C@]1(OC2=CC(=CC=C2CC1)O)C(=O)OC ((2R)-methyl 2-ethyl-7-hydroxychromane-2-carboxylate), ClC1=C(C=CC(=C1)C1CCOCC1)OCCCBr (3-bromopropyl 2-chloro-4-(4-tetrahydropyranyl)phenyl ether). Procedure: Following the procedure described in Example C-1 using in place of 5-benzoyl-6-[2-(dimethylamino)ethenyl]-2(1H)-pyridinone a molar equivalent quantity of 5-(4-cyanobenzoyl)-6-[2-(dimethylamino)ethenyl]-2(1H)-pyridinone, it is contemplated that there can be obtained 5-(4-cyanophenyl)-1,6-naphthyridin-2(1H)-one. RXN SMILES: C(C1C=CC(=O)NC=1C=CN(C)C)(=O)C1C=CC=CC=1.[C:21]([C:23]1[CH:42]=[CH:41][C:26]([C:27]([C:29]2[CH:30]=[CH:31][C:32](=[O:40])[NH:33][C:34]=2[CH:35]=[CH:36][N:37](C)C)=O)=[CH:25][CH:24]=1)#[N:22]>>[C:21]([C:23]1[CH:42]=[CH:41][C:26]([C:27]2[N:37]=[CH:36][CH:35]=[C:34]3[C:29]=2[CH:30]=[CH:31][C:32](=[O:40])[NH:33]3)=[CH:25][CH:24]=1)#[N:22]. Product: C(#N)C1=CC=C(C=C1)C1=C2C=CC(NC2=CC=N1)=O (5-(4-cyanophenyl)-1,6-naphthyridin-2(1H)-one). Starting materials: C(C1=CC=CC=C1)(=O)C=1C=CC(NC1C=CN(C)C)=O (5-benzoyl-6-[2-(dimethylamino)ethenyl]-2(1H)-pyridinone), C(#N)C1=CC=C(C(=O)C=2C=CC(NC2C=CN(C)C)=O)C=C1 (5-(4-cyanobenzoyl)-6-[2-(dimethylamino)ethenyl]-2(1H)-pyridinone). The reactants are [OH-].[K+] (KOH), O (water), C(C)OC(=O)C1(CC2=CC=CC=C2C1)NC(C1=C(C=C(C=C1)C)Br)=O (2-(2-bromo-4-methyl-benzoylamino)-indan-2-carboxylic acid ethyl ester). Run in CCO (EtOH). Reaction conditions: time 30 minute. The product is BrC1=C(C(=O)NC2(CC3=CC=CC=C3C2)C(=O)O)C=CC(=C1)C (2-(2-Bromo-4-methyl-benzoylamino)-indan-2-carboxylic acid). Isolated yield 99.9%. RXN SMILES: C([O:3][C:4]([C:6]1([NH:15][C:16](=[O:25])[C:17]2[CH:22]=[CH:21][C:20]([CH3:23])=[CH:19][C:18]=2[Br:24])[CH2:14][C:13]2[C:8](=[CH:9][CH:10]=[CH:11][CH:12]=2)[CH2:7]1)=[O:5])C.[OH-].[K+].O>CCO>[Br:24][C:18]1[CH:19]=[C:20]([CH3:23])[CH:21]=[CH:22][C:17]=1[C:16]([NH:15][C:6]1([C:4]([OH:5])=[O:3])[CH2:14][C:13]2[C:8](=[CH:9][CH:10]=[CH:11][CH:12]=2)[CH2:7]1)=[O:25] |f:1.2|. Procedure details: 2-(2-bromo-4-methyl-benzoylamino)-indan-2-carboxylic acid ethyl ester (445 mg, 1.11 mmol) is dissolved in EtOH (15 mL), and solid KOH (1.42 g, 24.7 mmol) and water (1.5 mL) are added. The mixture is stirred at RT for 30 min then concentrated in vacuo. The residue is dissolved in water (10 mL) and acidified with conc. HCl until no more white solid precipitated. The solid is collected by vacuum filtration to give product (277) as white solid (415 mg, 100%). The reactants are COC(=O)C=1SC(=CC1N(C(=O)[C@@H]1CC[C@H](CC1)C)[C@@H]1CC[C@H](CC1)O)[Sn](CCCC)(CCCC)CCCC (3-[(trans-4-hydroxy-cyclohexyl)-(trans-4-methyl-cyclohexanecarbonyl)-amino]-5-tributylstannanyl-thiophene-2-carboxylic acid methyl ester), CuBr, O(C1=CC=CC=C1)C1CC=C(CC1)OS(=O)(=O)C(F)(F)F (trifluoro-methanesulfonic acid 4-phenoxy-cyclohex-1-enyl ester). The reagents and catalysts are C=1C=CC(=CC1)[P](C=2C=CC=CC2)(C=3C=CC=CC3)[Pd]([P](C=4C=CC=CC4)(C=5C=CC=CC5)C=6C=CC=CC6)([P](C=7C=CC=CC7)(C=8C=CC=CC8)C=9C=CC=CC9)[P](C=1C=CC=CC1)(C=1C=CC=CC1)C=1C=CC=CC1 ((PPh3)4Pd). The solvent is C1(=CC=CC=C1)C (toluene). Product: COC(=O)C=1SC(=CC1N(C(=O)[C@@H]1CC[C@H](CC1)C)[C@@H]1CC[C@H](CC1)O)C1=CCC(CC1)OC1=CC=CC=C1 (3-[(trans-4-hydroxy-cyclohexyl)-(trans-4-methyl-cyclohexanecarbonyl)-amino]-5-(4-phenoxy-cyclohex-1-enyl)-thiophene-2-carb-oxylic acid methyl ester). Yield: 23.6%. RXN SMILES: [CH3:1][O:2][C:3]([C:5]1[S:6][C:7]([Sn](CCCC)(CCCC)CCCC)=[CH:8][C:9]=1[N:10]([C@H:20]1[CH2:25][CH2:24][C@H:23]([OH:26])[CH2:22][CH2:21]1)[C:11]([C@H:13]1[CH2:18][CH2:17][C@H:16]([CH3:19])[CH2:15][CH2:14]1)=[O:12])=[O:4].[O:40]([CH:47]1[CH2:52][CH2:51][C:50](OS(C(F)(F)F)(=O)=O)=[CH:49][CH2:48]1)[C:41]1[CH:46]=[CH:45][CH:44]=[CH:43][CH:42]=1>C1(C)C=CC=CC=1.C1C=CC([P]([Pd]([P](C2C=CC=CC=2)(C2C=CC=CC=2)C2C=CC=CC=2)([P](C2C=CC=CC=2)(C2C=CC=CC=2)C2C=CC=CC=2)[P](C2C=CC=CC=2)(C2C=CC=CC=2)C2C=CC=CC=2)(C2C=CC=CC=2)C2C=CC=CC=2)=CC=1>[CH3:1][O:2][C:3]([C:5]1[S:6][C:7]([C:50]2[CH2:51][CH2:52][CH:47]([O:40][C:41]3[CH:42]=[CH:43][CH:44]=[CH:45][CH:46]=3)[CH2:48][CH:49]=2)=[CH:8][C:9]=1[N:10]([C@H:20]1[CH2:21][CH2:22][C@H:23]([OH:26])[CH2:24][CH2:25]1)[C:11]([C@H:13]1[CH2:18][CH2:17][C@H:16]([CH3:19])[CH2:15][CH2:14]1)=[O:12])=[O:4] |^1:71,73,92,111|. Procedure details: To a stirred solution of 3-[(trans-4-hydroxy-cyclohexyl)-(trans-4-methyl-cyclohexanecarbonyl)-amino]-5-tributylstannanyl-thiophene-2-carboxylic acid methyl ester (150 mg, 0.23 mmol) in toluene (5 mL) were added (PPh3)4Pd (26 mg), CuBr (2 mg, catalytic) and trifluoro-methanesulfonic acid 4-phenoxy-cyclohex-1-enyl ester (87 mg, 0.27 mmol) under nitrogen. The reaction mixture was stirred and heated to reflux during 5 h. The progress of the reaction was monitored by TLC. Filtration and removal of th... Reactants: ClCCCC(=O)Cl (4-Chlorobutanoyl chloride), N([C@@H](CN)C(=O)O)C(=O)OC(C)(C)C (Boc-L-Dap), Cl (hydrochloric acid). The solvent is O1CCOCC1 (dioxane), C(=O)([O-])[O-].[Na+].[Na+] (Na2CO3). Reaction conditions: temperature 0 celsius, time 1 hour. Yields the product C(C)(C)(C)OC(=O)N[C@H](C(=O)O)CNC(CCCCl)=O ((S)-2-(tert-butoxycarbonylamino)-3-(4-chlorobutanamido)propanoic acid). Isolated yield 64.4%. RXN SMILES: [Cl:1][CH2:2][CH2:3][CH2:4][C:5](Cl)=[O:6].[NH:8]([C:15]([O:17][C:18]([CH3:21])([CH3:20])[CH3:19])=[O:16])[C@H:9]([C:12]([OH:14])=[O:13])[CH2:10][NH2:11].Cl>O1CCOCC1.C([O-])([O-])=O.[Na+].[Na+]>[C:18]([O:17][C:15]([NH:8][C@@H:9]([CH2:10][NH:11][C:5](=[O:6])[CH2:4][CH2:3][CH2:2][Cl:1])[C:12]([OH:14])=[O:13])=[O:16])([CH3:21])([CH3:20])[CH3:19] |f:4.5.6|. Procedure details: 4-Chlorobutanoyl chloride (12.1 g, 86 mmol) was added to a solution of Boc-L-Dap (16.0 g, 78 mmol) in dioxane (160 mL) and 10% aqueous Na2CO3 (180 mL) at 0° C. dropwise. The reaction mixture was stirred at 0° C. for 1 h and then allowed to warm to ambient temperature and stirred overnight. The mixture was acidified with 1N aqueous hydrochloric acid to pH=3 and extracted with EtOAc (300 mL×3). The combined organic phases were washed with 1N aqueous hydrochloric acid (300 mL×3) and brine (300 mL×1...